From a dataset of the Open Reaction Database (ORD), a public repository of structured organic reaction records. describe an organic reaction: reactants, conditions, products, and yield The solvent is CS(C)=O (DMSO), O (water), CS(C)=O (DMSO), CS(C)=O (DMSO), CS(C)=O (DMSO). The product is CN1C(=O)C[C@](C)(N/C/1=N/C(=O)OC(C)(C)C)c2cc(cs2)C3=CCCCC3, CN1C(=O)C[C@](C)(N/C/1=N/C(=O)OC(C)(C)C)c2cc(Br)cs2, c1ccc(-c2ccccc2)cc1. Reactants: CN1C(=O)C[C@](C)(N/C/1=N/C(=O)OC(C)(C)C)c2cc(Br)cs2, CC1(C)OB(OC1(C)C)C2=CCCCC2. Conditions: time 22 hour. Reagents/catalysts: CCN=P(N=P(N(C)C)(N(C)C)N(C)C)(N(C)C)N(C)C (P2-Et), CC(C)c1cc(C(C)C)c(-c2ccccc2[PH](C(C)(C)C)(C(C)(C)C)[Pd]2(OS(C)(=O)=O)Nc3ccccc3-c3ccccc32)c(C(C)C)c1 (tBuXphos G3). Reactants: N#Cc1cnc2cc(Br)ccc2c1Nc1ccc(Cl)cc1Cl, Brc1csc(CN2CCOCC2)c1. Yields the product N#Cc1cnc2cc(-c3csc(CN4CCOCC4)c3)ccc2c1Nc1ccc(Cl)cc1Cl. As a reaction SMILES: [Br:1][c:2]1[cH:3][cH:4][c:5]2[c:6]([NH:14][c:15]3[c:16]([Cl:22])[cH:17][c:18]([Cl:21])[cH:19][cH:20]3)[c:7]([C:12]#[N:13])[cH:8][n:9][c:10]2[cH:11]1.[Br:23][c:24]1[cH:25][c:26]([CH2:29][N:30]2[CH2:31][CH2:32][O:33][CH2:34][CH2:35]2)[s:27][cH:28]1>>[c:2]1(-[c:24]2[cH:25][c:26]([CH2:29][N:30]3[CH2:31][CH2:32][O:33][CH2:34][CH2:35]3)[s:27][cH:28]2)[cH:3][cH:4][c:5]2[c:6]([NH:14][c:15]3[c:16]([Cl:22])[cH:17][c:18]([Cl:21])[cH:19][cH:20]3)[c:7]([C:12]#[N:13])[cH:8][n:9][c:10]2[cH:11]1. Starting materials: O (water), BrC1=CC2=C(C=C1)OCO2 (4-Bromo-1,2-(methylenedioxy)benzene), C(C)OC(=O)N1CCC(CC1)=O (1-(ethoxycarbonyl)-4-piperidone), CCCCCC.C(CCC)[Li] (n-butyllithium hexane). The solvent is O1CCCC1 (tetrahydrofuran). Reaction conditions: temperature -78 celsius, time 1 hour. The product is O1COC2=C1C=CC(=C2)C2(CCNCC2)O (4-(1,3-benzodioxol-5-yl)piperidin-4-ol). Isolated yield 45.5%. Reaction SMILES: Br[C:2]1[CH:7]=[CH:6][C:5]2[O:8][CH2:9][O:10][C:4]=2[CH:3]=1.CCCCCC.C([Li])CCC.C(OC([N:27]1[CH2:32][CH2:31][C:30](=[O:33])[CH2:29][CH2:28]1)=O)C.O>O1CCCC1>[O:8]1[C:5]2[CH:6]=[CH:7][C:2]([C:30]3([OH:33])[CH2:31][CH2:32][NH:27][CH2:28][CH2:29]3)=[CH:3][C:4]=2[O:10][CH2:9]1 |f:1.2|. Procedure details: 4-Bromo-1,2-(methylenedioxy)benzene (Tokyo Chemical Industry CO., LTD., 2.0 g) was dissolved in tetrahydrofuran (15 ml) and the mixture was cooled to −78° C. An n-butyllithium hexane solution (2.44 M, 5.7 ml) was added to the solution. The mixture was stirred at −78° C. for 1 hr, and 1-(ethoxycarbonyl)-4-piperidone (Aldrich Co., 1.7 g) was added. Then, the reaction temperature was raised to 0° C., and the mixture was further stirred for 1 hr. After completion of the reaction, water was added and... Reported procedure: To a solution of hydrazine monohydrate (36.0 mL, 0.750 mol) in ethanol (70 mL) at 0° C. in an ice-water bath was added 2-(2-bromoethoxy)-2-methylpropane (12.1 mL, 0.075 mol) drop-wise over 20 minutes. The reaction was then allowed to warm to room temperature and stir for 5 minutes and then heated to 40° C. in a preheated oil bath for 4 hours. The reaction was then cooled to room temperature and concentrated to remove the ethanol. To the flask was added water (20 mL) and the aqueous layer was ext... Reaction SMILES: O.[NH2:2][NH2:3].Br[CH2:5][CH2:6][O:7][C:8]([CH3:11])([CH3:10])[CH3:9]>C(O)C>[C:8]([O:7][CH2:6][CH2:5][NH:2][NH2:3])([CH3:11])([CH3:10])[CH3:9] |f:0.1|. The product is C(C)(C)(C)OCCNN ((2-tert-butoxyethyl)-hydrazine). The reactants are O.NN (hydrazine monohydrate), BrCCOC(C)(C)C (2-(2-bromoethoxy)-2-methylpropane). Run in C(C)O (ethanol). Reaction conditions: time 5 minute. The yield is 61.0%. RXN SMILES: [CH3:1][C:2]1([CH3:14])[C:6]([CH3:8])([CH3:7])[O:5][B:4]([C:9]2[CH:10]=[N:11][NH:12][CH:13]=2)[O:3]1.[CH:15]1(Br)[CH2:19][CH2:18][CH2:17][CH2:16]1.C(=O)([O-])[O-].[Cs+].[Cs+]>C(#N)C>[CH:15]1([N:12]2[CH:13]=[C:9]([B:4]3[O:5][C:6]([CH3:7])([CH3:8])[C:2]([CH3:14])([CH3:1])[O:3]3)[CH:10]=[N:11]2)[CH2:19][CH2:18][CH2:17][CH2:16]1 |f:2.3.4|. Procedure: A mixture of 4-(4,4,5,5-tetramethyl-1,3,2-dioxaborolan-2-yl)-1H-pyrazole (50 mg, 0.2 mmol), cyclopentyl bromide (46 mg, 0.31 mmol, Aldrich, Cat. No. C115207), and cesium carbonate (250 mg, 0.77 mmol) in acetonitrile (1 mL) was stirred at 90° C. for 2 hours. After cooling it was quenched with water, extracted with ethyl acetate. The extract was washed with water, brine; dried over Na2SO4. After filtration the filtrate was concentrated to yield 40 mg of the product which was directly used in the n... The solvent is C(C)#N (acetonitrile). Reactants: CC1(OB(OC1(C)C)C=1C=NNC1)C (4-(4,4,5,5-tetramethyl-1,3,2-dioxaborolan-2-yl)-1H-pyrazole), C1(CCCC1)Br (cyclopentyl bromide), C([O-])([O-])=O.[Cs+].[Cs+] (cesium carbonate). The product is C1(CCCC1)N1N=CC(=C1)B1OC(C(O1)(C)C)(C)C (1-cyclopentyl-4-(4,4,5,5-tetramethyl-1,3,2-dioxaborolan-2-yl)-1H-pyrazole). Reactants: C(C)N(C(C)C)C(C)C (N-ethyl-N-isopropylpropan-2-amine), ClC=1C=C2C(=C(C(C3(CCOCC3)C2=CC1)=O)C(=O)OCC)O (Ethyl 6-chloro-4-hydroxy-2-oxo-2′,3′,5′,6′-tetrahydro-spiro[naphthalene-1,4′-pyran]-3-carboxylate), Cl.COC([C@@H](N)CO)=O (L-Serine methyl ester hydrochloride). Solvent: CCOC(=O)C (EtOAc), O1CCOCC1 (1,4-dioxane). Run at temperature 80 celsius, time 3 hour. Product: ClC=1C=C2C(=C(C(C3(CCOCC3)C2=CC1)=O)C(=O)N[C@@H](CO)C(=O)OC)O (Methyl N-((6-chloro-4-hydroxy-2-oxo-2′,3′,5′,6′-tetrahydro-spiro[naphthalene-1,4′-pyran]-3-yl)carbonyl)-L-serinate). Yield: 51.6%. As a reaction SMILES: [Cl:1][C:2]1[CH:3]=[C:4]2[C:14](=[CH:15][CH:16]=1)[C:8]1([CH2:13][CH2:12][O:11][CH2:10][CH2:9]1)[C:7](=[O:17])[C:6]([C:18](OCC)=[O:19])=[C:5]2[OH:23].C(N(C(C)C)C(C)C)C.Cl.[CH3:34][O:35][C:36](=[O:41])[C@H:37]([CH2:39][OH:40])[NH2:38]>O1CCOCC1.CCOC(C)=O>[Cl:1][C:2]1[CH:3]=[C:4]2[C:14](=[CH:15][CH:16]=1)[C:8]1([CH2:9][CH2:10][O:11][CH2:12][CH2:13]1)[C:7](=[O:17])[C:6]([C:18]([NH:38][C@H:37]([C:36]([O:35][CH3:34])=[O:41])[CH2:39][OH:40])=[O:19])=[C:5]2[OH:23] |f:2.3|. Procedure details: Ethyl 6-chloro-4-hydroxy-2-oxo-2′,3′,5′,6′-tetrahydro-spiro[naphthalene-1,4′-pyran]-3-carboxylate (287 mg, 852 μmol, Example 1 A-C) was dissolved in 1,4-dioxane (852 μL) and N-ethyl-N-isopropylpropan-2-amine (445 μL, 2557 μmol). L-Serine methyl ester hydrochloride (199 mg, 1278 μmol) was added, and the mixture was stirred at 80° C. for 3 hours. The reaction mixture was then diluted with 100 mL of EtOAc, added to a separatory funnel, partitioned with NaHCO3 (saturated, aqueous), washed 2 times wi... Starting materials: NC=1C=NC=CC1C(=O)O (3-aminopyridine-4-carboxylic acid), O (water), C([O-])([O-])=O.[Na+].[Na+] (sodium carbonate), S(O)(O)(=O)=O (sulfuric acid), C(C)O (ethanol). Yields the product NC=1C=NC=CC1C(=O)OCC (Ethyl 3-aminopyridine-4-carboxylate). RXN SMILES: [NH2:1][C:2]1[CH:3]=[N:4][CH:5]=[CH:6][C:7]=1[C:8]([OH:10])=[O:9].S(=O)(=O)(O)O.O.C(=O)([O-])[O-].[Na+].[Na+].[CH2:23](O)[CH3:24]>>[NH2:1][C:2]1[CH:3]=[N:4][CH:5]=[CH:6][C:7]=1[C:8]([O:10][CH2:23][CH3:24])=[O:9] |f:3.4.5|. Procedure: A suspension of 3-aminopyridine-4-carboxylic acid (2.00 g, 14.5 mmol), prepared by the method of Crum and Fuchsman, J. Het. Chem. 3, 252 (1966), in ethanol (~4 g) was treated with 4.0 g of sulfuric acid and warmed on a steam bath for 4 hours. After cooling to ambient temperature, water (~40 mL) and solid sodium carbonate were added to basify the solution which was then extracted with chloroform (3×). The combined organic extracts were washed with brine, dried over magnesium sulfate and concentra... Reactants: Cl (hydrochloric acid), CC1=NC2=CC=CC=C2C(=C1)OC(C)C1=CC=C(C=C1)C1=C(C=CC=C1)C=1N=NN(N1)C(C1=CC=CC=C1)(C1=CC=CC=C1)C1=CC=CC=C1 (2-methyl-4-[1-(2'-(2-triphenylmethyl-2H-tetrazol-5-yl)-biphenyl-4-yl)ethoxy]quinoline). The solvent is C(C)O (ethanol), CO (methanol). Reaction conditions: time 3 hour. Yields the product Cl.CC1=NC2=CC=CC=C2C(=C1)OC(C)C1=CC=C(C=C1)C1=C(C=CC=C1)C1=NN=NN1 (2-methyl-4-[1-(2'-(1H-tetrazol-5-yl)biphenyl-4-yl)ethoxy]quinoline hydrochloride). As a reaction SMILES: [ClH:1].[CH3:2][C:3]1[CH:12]=[C:11]([O:13][CH:14]([C:16]2[CH:21]=[CH:20][C:19]([C:22]3[CH:27]=[CH:26][CH:25]=[CH:24][C:23]=3[C:28]3[N:29]=[N:30][N:31](C(C4C=CC=CC=4)(C4C=CC=CC=4)C4C=CC=CC=4)[N:32]=3)=[CH:18][CH:17]=2)[CH3:15])[C:10]2[C:5](=[CH:6][CH:7]=[CH:8][CH:9]=2)[N:4]=1>C(O)C.CO>[ClH:1].[CH3:2][C:3]1[CH:12]=[C:11]([O:13][CH:14]([C:16]2[CH:17]=[CH:18][C:19]([C:22]3[CH:27]=[CH:26][CH:25]=[CH:24][C:23]=3[C:28]3[NH:32][N:31]=[N:30][N:29]=3)=[CH:20][CH:21]=2)[CH3:15])[C:10]2[C:5](=[CH:6][CH:7]=[CH:8][CH:9]=2)[N:4]=1 |f:4.5|. Reported procedure: Concentrated hydrochloric acid (0.5 ml) was added to a solution of 2-methyl-4-[1-(2'-(2-triphenylmethyl-2H-tetrazol-5-yl)-biphenyl-4-yl)ethoxy]quinoline (A) (320 mg) in a mixture of ethanol (2 ml) and methanol (1 ml). The solution was left to stand for 3 hours. The precipitated solid was collected by filtration and washed with ether to give 2-methyl-4-[1-(2'-(1H-tetrazol-5-yl)biphenyl-4-yl)ethoxy]quinoline hydrochloride (120 mg), as a white solid, m.p. 168°-169° C.; NMR (d6 -DMSO): 1.8(d, 3H), 2... Reactants: alcohol, [Nd] (neodymium), N-butanol, C=CC=C (butadiene), [H-].C(C(C)C)[Al+]CC(C)C (diisobutylaluminum hydride), [H-].C(C(C)C)[Al+]CC(C)C (DIBAH), C(CCC)O.[H-].C(C(C)C)[Al+]CC(C)C (butanol DIBAH), Nd allyl bromide butadiene, C(C=C)Br (allyl bromide), [Nd] (neodymium). The reagents and catalysts are [Nd] (neodymium). Run in CCCCCC (hexane), CCCCCC (hexane), CCCCCC (hexane). Run at temperature 20 celsius. Yields the product C=CC(C)=C.C=CC=C (isoprene butadiene). Isolated yield 87.0%. RXN SMILES: [CH2:1]=[CH:2][CH:3]=[CH2:4].[H-].[CH2:6]([Al+]CC(C)C)C(C)C.[Nd].C(Br)C=C.[CH2:20](O)[CH2:21][CH2:22][CH3:23].[H-].C([Al+]CC(C)C)C(C)C>[Nd].CCCCCC>[CH2:1]=[CH:2][C:3](=[CH2:6])[CH3:4].[CH2:20]=[CH:21][CH:22]=[CH2:23] |f:1.2,5.6.7,10.11|. Procedure: In this experiment, an isoprene-butadiene copolymer rubber was prepared using an alcohol modified neodymium catalyst system. In this procedure, a one gallon (3.78 liter) reactor was charged with 1,214 grams of hexane containing 81.3 grams of butadiene and 558.43 grams of 1.23 molar diisobutylaluminum hydride (DIBAH) in hexane, (i.e., 25% weight percent DIBAH). The reactor was maintained at 20° C. by cooling. N-butanol (11.16 grams) was added with stirring. After stirring for thirty minutes, 107....